Dataset: the Open Reaction Database (ORD), a public repository of structured organic reaction records. Task: describe an organic reaction: reactants, conditions, products, and yield Starting materials: ClC1=CC=C2CC(NC2=C1)=O (6-chlorooxindole), N1N=CC2=CC=C(C=C12)C=O (1H-indazole-6-carbaldehyde). Product: N1N=CC2=CC=C(C=C12)\C=C/1\C(NC2=CC(=CC=C12)Cl)=O ((E)-3-((1H-indazol-6-yl)methylene)-6-chloroindolin-2-one), yellow solid. The yield is 42.0%. Reaction SMILES: [Cl:1][C:2]1[CH:10]=[C:9]2[C:5]([CH2:6][C:7](=[O:11])[NH:8]2)=[CH:4][CH:3]=1.[NH:12]1[C:20]2[C:15](=[CH:16][CH:17]=[C:18]([CH:21]=O)[CH:19]=2)[CH:14]=[N:13]1>>[NH:12]1[C:20]2[C:15](=[CH:16][CH:17]=[C:18](/[CH:21]=[C:6]3/[C:7](=[O:11])[NH:8][C:9]4[C:5]/3=[CH:4][CH:3]=[C:2]([Cl:1])[CH:10]=4)[CH:19]=2)[CH:14]=[N:13]1. Procedure details: The title compound was synthesized according to the method described for Example A11B except substituting 6-chlorooxindole (30 mg, 0.179 mmol) and 1H-indazole-6-carbaldehyde (29 mg, 0.197 mmol) to obtain 22 mg (42%) of a yellow solid. 1H NMR (400 MHz, d6-DMSO) δ 13.30 (s, 1H), 10.79 (s, 1H), 8.16 (s, 1H), 7.90-7.87 (m, 2H), 7.83 (s, 1H), 7.56 (d, J=8.00 Hz, 1H), 7.41 (d, J=8.80 Hz, 1H), 6.93-6.88 (m, 2H); MS ESI 296.0 [M+H]+, calcd for [C16H10ClN3O+H]+ 296.06.